From a dataset of the Open Reaction Database (ORD), a public repository of structured organic reaction records. describe an organic reaction: reactants, conditions, products, and yield The reactants are [Li+].C[Si](C)(C)[N-][Si](C)(C)C (LiHMDS), C(C1=CC=CC=C1)[C@H]1N(C(OC1)=O)C(CCC=C)=O ((R)-4-Benzyl-3-pent-4-enoyl-oxazolidin-2-one), C(C1=CC=CC=C1)OC=1C=C(C(=C(C1)C)CBr)C (5-Benzyloxy-2-bromomethyl-1,3-dimethyl-benzene). Run in C1CCOC1 (THF), C1CCOC1 (THF). Conditions: temperature -78 celsius, time 30 minute. The product is C(C1=CC=CC=C1)[C@H]1N(C(OC1)=O)C([C@@H](CC=C)CC1=C(C=C(C=C1C)OCC1=CC=CC=C1)C)=O ((R)-4-Benzyl-3-[(S)-2-(4-benzyloxy-2,6-dimethyl-benzyl)-pent-4-enoyl]-oxazolidin-2-one). Yield: 76.2%. As a reaction SMILES: [CH2:1]([C@@H:8]1[CH2:12][O:11][C:10](=[O:13])[N:9]1[C:14](=[O:19])[CH2:15][CH2:16][CH:17]=[CH2:18])[C:2]1[CH:7]=[CH:6][CH:5]=[CH:4][CH:3]=1.[Li+].C[Si]([N-][Si](C)(C)C)(C)C.[CH2:30]([O:37][C:38]1[CH:39]=[C:40]([CH3:47])[C:41]([CH2:45]Br)=[C:42]([CH3:44])[CH:43]=1)[C:31]1[CH:36]=[CH:35][CH:34]=[CH:33][CH:32]=1>C1COCC1>[CH2:1]([C@@H:8]1[CH2:12][O:11][C:10](=[O:13])[N:9]1[C:14](=[O:19])[C@H:15]([CH2:45][C:41]1[C:42]([CH3:44])=[CH:43][C:38]([O:37][CH2:30][C:31]2[CH:36]=[CH:35][CH:34]=[CH:33][CH:32]=2)=[CH:39][C:40]=1[CH3:47])[CH2:16][CH:17]=[CH2:18])[C:2]1[CH:3]=[CH:4][CH:5]=[CH:6][CH:7]=1 |f:1.2|. Procedure details: Cool a solution of (R)-4-Benzyl-3-pent-4-enoyl-oxazolidin-2-one (4.8 g, 19 mmol) in THF (100 mL) to −78° C. Treat the solution dropwise with 10M LiHMDS in THF (20 mL, 20 mmol) and stir at −78° C. for 30 minutes. Treat the solution with 5-Benzyloxy-2-bromomethyl-1,3-dimethyl-benzene (6.8 g, 22 mmol) and allow to slowly warm to room temperature. The reaction stirs 3 hr at room temperature. Quench the reaction with 1N HCl (aqueous) and extract with Et2O. Wash the organic with brine, dry over MgSO4,... Starting materials: COC(CCCC(=O)C=1N(C2=CC=CC=C2C1CCCCCC)C)=O (5-(3-hexyl-1-methyl-1H-indol-2-yl)-5-oxo-pentanoic acid methyl ester), [Li+].[OH-] (LiOH), C(C)(=O)OCC (ethyl acetate). Run in C(C)(C)O (isopropanol), O (water). Conditions: time 3 hour. Yields the product C(CCCCC)C1=C(N(C2=CC=CC=C12)C)C(CCCC(=O)O)=O (5-(3-Hexyl-1-methyl-1H-indol-2-yl)-5-oxo-pentanoic acid). Reaction SMILES: C[O:2][C:3](=[O:25])[CH2:4][CH2:5][CH2:6][C:7]([C:9]1[N:10]([CH3:24])[C:11]2[C:16]([C:17]=1[CH2:18][CH2:19][CH2:20][CH2:21][CH2:22][CH3:23])=[CH:15][CH:14]=[CH:13][CH:12]=2)=[O:8].[Li+].[OH-].C(OCC)(=O)C>C(O)(C)C.O>[CH2:18]([C:17]1[C:16]2[C:11](=[CH:12][CH:13]=[CH:14][CH:15]=2)[N:10]([CH3:24])[C:9]=1[C:7](=[O:8])[CH2:6][CH2:5][CH2:4][C:3]([OH:25])=[O:2])[CH2:19][CH2:20][CH2:21][CH2:22][CH3:23] |f:1.2|. Reported procedure: To a solution of 5-(3-hexyl-1-methyl-1H-indol-2-yl)-5-oxo-pentanoic acid methyl ester in isopropanol and water was added LiOH and stirred for 3 hours. The reaction was treated with 1M HCL and ethyl acetate. The product was purified by column chromatography. Starting materials: COC(COC=1C2=C(N=CN1)N(C(=C2C(C(=O)N)=O)CC)CC2=CC(=CC=C2)Cl)=O ([[5-(aminooxoacetyl)-6-ethyl-7-[(3-chlorophenyl)methyl]-7H-pyrrolo[2,3-d]pyrimidin-4-yl]oxy]acetic acid methyl ester), [OH-].[Na+] (sodium hydroxide). Run in CO (methanol). Run at time 3 day. The product is NC(C(=O)C1=C(N(C=2N=CN=C(C21)OCC(=O)O)CC2=CC(=CC=C2)Cl)CC)=O ([[5-(aminooxoacetyl)-6-ethyl-7-[(3-chlorophenyl)methyl]-7H-pyrrolo[2,3-d]pyrimidin-4-yl]oxy]acetic acid). Yield: 94.4%. RXN SMILES: C[O:2][C:3](=[O:30])[CH2:4][O:5][C:6]1[C:7]2[C:14]([C:15](=[O:19])[C:16]([NH2:18])=[O:17])=[C:13]([CH2:20][CH3:21])[N:12]([CH2:22][C:23]3[CH:28]=[CH:27][CH:26]=[C:25]([Cl:29])[CH:24]=3)[C:8]=2[N:9]=[CH:10][N:11]=1.[OH-].[Na+]>CO>[NH2:18][C:16](=[O:17])[C:15]([C:14]1[C:7]2[C:6]([O:5][CH2:4][C:3]([OH:30])=[O:2])=[N:11][CH:10]=[N:9][C:8]=2[N:12]([CH2:22][C:23]2[CH:28]=[CH:27][CH:26]=[C:25]([Cl:29])[CH:24]=2)[C:13]=1[CH2:20][CH3:21])=[O:19] |f:1.2|. Procedure: A mixture of 67 mg (0.15 mmol) of [[5-(aminooxoacetyl)-6-ethyl-7-[(3-chlorophenyl)methyl]-7H-pyrrolo[2,3-d]pyrimidin-4-yl]oxy]acetic acid methyl ester and 2 mL of methanol were treated with 0.15 mL of 2 M sodium hydroxide and stirred at ambient temperature for 3 days. The reaction was concentrated to an oil then diluted with 5 mL of water. The product precipitated upon the addition of 0.45 mL of 1 M HCl to provide 59 mg (95%) of [[5-(aminooxoacetyl)-6-ethyl-7-[(3-chlorophenyl)methyl]-7H-pyrrolo[... The reactants are COC1=CC=C(C=O)C=C1 (4-methoxybenzaldehyde), N[C@H](CO)C ((S)-2-aminopropan-1-ol), CC1=CC=C(C=C1)S(=O)(=O)O (4-methylbenzenesulfonic acid). Run in C1(=CC=CC=C1)C (toluene). Product: COC1=CC=C(C=C1)\C=N\[C@H](CO)C ((2S)-2-{[(1E)-(4-Methoxyphenyl)methylene]amino}propan-1-ol). Reaction SMILES: [CH3:1][O:2][C:3]1[CH:10]=[CH:9][C:6]([CH:7]=O)=[CH:5][CH:4]=1.[NH2:11][C@@H:12]([CH3:15])[CH2:13][OH:14].CC1C=CC(S(O)(=O)=O)=CC=1>C1(C)C=CC=CC=1>[CH3:1][O:2][C:3]1[CH:10]=[CH:9][C:6](/[CH:7]=[N:11]/[C@@H:12]([CH3:15])[CH2:13][OH:14])=[CH:5][CH:4]=1. Procedure: Into a 10000 mL 4-necked, round bottomed flask purged and maintained with an inert atmosphere of nitrogen was placed 4-methoxybenzaldehyde (500 g, 3.67 mol), (S)-2-aminopropan-1-ol (276 g, 3.68 mol), 4-methylbenzenesulfonic acid (31.7 g, 184.09 mmol) and toluene (5000 mL). The resulting solution was maintained at reflux overnight. The reaction mixture was cooled and concentrated under vacuum. The residue was washed with 3000 mL of hexane and filtered to afford the title compound as a yellow soli... The reactants are CS(C)=O, N#Cc1cnn(CC(F)(F)F)c1N, COc1ccccc1-n1ncc(C(N)=O)c1N. Product: NC(=O)c1cnn(CC(F)(F)F)c1N. Reaction SMILES: [CH3:31][S:32]([CH3:33])=[O:34].[NH2:18][c:19]1[c:20]([C:29]#[N:30])[cH:21][n:22][n:23]1[CH2:24][C:25]([F:26])([F:27])[F:28].[NH2:1][c:2]1[n:3](-[c:4]2[cH:5][cH:6][cH:7][cH:8][c:9]2[O:13][CH3:10])[n:11][cH:12][c:14]1[C:15]([NH2:16])=[O:17]>>[O:13]=[C:29]([c:20]1[c:19]([NH2:18])[n:23]([CH2:24][C:25]([F:26])([F:27])[F:28])[n:22][cH:21]1)[NH2:30]. The reactants are [Al], CCO, CC(=O)O, O=C(c1ccc(Cl)c([N+](=O)[O-])c1)c1cc2ccccc2o1, [Ni]. Yields the product Nc1cc(C(=O)c2cc3ccccc3o2)ccc1Cl. Reaction SMILES: [Al:29].[CH3:22][CH2:23][OH:24].[CH3:25][C:26](=[O:27])[OH:28].[Cl:1][c:2]1[c:3]([N+:19]([O-:20])=[O:21])[cH:4][c:5]([C:6](=[O:7])[c:8]2[cH:9][c:10]3[c:11]([o:12]2)[cH:13][cH:14][cH:15][cH:16]3)[cH:17][cH:18]1.[Ni:30]>>[Cl:1][c:2]1[c:3]([NH2:19])[cH:4][c:5]([C:6](=[O:7])[c:8]2[cH:9][c:10]3[c:11]([o:12]2)[cH:13][cH:14][cH:15][cH:16]3)[cH:17][cH:18]1. The reactants are [BH4-], CO, COC(=O)c1ccc2sc(C)c(C(=O)c3ccc(Cl)cc3Cl)c2c1, [Na+], C1CCOC1, O. Product: COC(=O)c1ccc2sc(C)c(C(O)c3ccc(Cl)cc3Cl)c2c1. RXN SMILES: [BH4-:25].[CH3:33][OH:34].[Cl:1][c:2]1[c:3]([C:4](=[O:5])[c:6]2[c:7]3[c:8]([s:9][c:10]2[CH3:11])[cH:12][cH:13][c:14]([C:16](=[O:17])[O:18][CH3:19])[cH:15]3)[cH:20][cH:21][c:22]([Cl:24])[cH:23]1.[Na+:26].[O:28]1[CH2:29][CH2:30][CH2:31][CH2:32]1.[OH2:27]>>[Cl:1][c:2]1[c:3]([CH:4]([OH:5])[c:6]2[c:7]3[c:8]([s:9][c:10]2[CH3:11])[cH:12][cH:13][c:14]([C:16](=[O:17])[O:18][CH3:19])[cH:15]3)[cH:20][cH:21][c:22]([Cl:24])[cH:23]1.